Task: describe an organic reaction: reactants, conditions, products, and yield. Dataset: the Open Reaction Database (ORD), a public repository of structured organic reaction records Reactants: CCO, O=C(Nc1cccc(-c2nn3ccccc3c2-c2ccnc(Cl)n2)c1)C(F)(F)F, Cl, Nc1cccc(F)c1. Yields the product O=C(Nc1cccc(-c2nn3ccccc3c2-c2ccnc(Nc3cccc(F)c3)n2)c1)C(F)(F)F. RXN SMILES: [CH3:39][CH2:40][OH:41].[Cl:1][c:2]1[n:3][cH:4][cH:5][c:6](-[c:8]2[c:9](-[c:17]3[cH:18][c:19]([NH:23][C:24]([C:25]([F:26])([F:27])[F:28])=[O:29])[cH:20][cH:21][cH:22]3)[n:10][n:11]3[c:12]2[cH:13][cH:14][cH:15][cH:16]3)[n:7]1.[ClH:38].[NH2:30][c:31]1[cH:32][cH:33][cH:34][c:35]([F:36])[cH:37]1>>[c:2]1([NH:30][c:31]2[cH:32][cH:33][cH:34][c:35]([F:36])[cH:37]2)[n:3][cH:4][cH:5][c:6](-[c:8]2[c:9](-[c:17]3[cH:18][c:19]([NH:23][C:24]([C:25]([F:26])([F:27])[F:28])=[O:29])[cH:20][cH:21][cH:22]3)[n:10][n:11]3[c:12]2[cH:13][cH:14][cH:15][cH:16]3)[n:7]1.